From a dataset of the Open Reaction Database (ORD), a public repository of structured organic reaction records. describe an organic reaction: reactants, conditions, products, and yield The reactants are CCCN, CCCO, Clc1ncnc2c1ncn2CCCN1CCC(COc2ccccc2)CC1. Yields the product CCCNc1ncnc2c1ncn2CCCN1CCC(COc2ccccc2)CC1. As a reaction SMILES: [CH2:1]([CH2:2][CH3:3])[NH2:4].[CH2:32]([OH:33])[CH2:34][CH3:35].[Cl:5][c:6]1[c:7]2[n:8][cH:9][n:10]([CH2:15][CH2:16][CH2:17][N:18]3[CH2:19][CH2:20][CH:21]([CH2:24][O:25][c:26]4[cH:27][cH:28][cH:29][cH:30][cH:31]4)[CH2:22][CH2:23]3)[c:11]2[n:12][cH:13][n:14]1>>[CH2:1]([CH2:2][CH3:3])[NH:4][c:6]1[c:7]2[n:8][cH:9][n:10]([CH2:15][CH2:16][CH2:17][N:18]3[CH2:19][CH2:20][CH:21]([CH2:24][O:25][c:26]4[cH:27][cH:28][cH:29][cH:30][cH:31]4)[CH2:22][CH2:23]3)[c:11]2[n:12][cH:13][n:14]1. The reactants are COC1=C(C=C(C2=CC=CC=C12)OC)OC (1,2,4-trimethoxynaphthalene), [Li]CCCC (nBuLi), CN(C)C=O (DMF). The solvent is C1CCOC1 (THF). Run at time 30 minute. Yields the product COC1=C(C(=C(C2=CC=CC=C12)OC)OC)C=O (1,3,4-trimethoxy-2-naphthaldehyde). Isolated yield 88.8%. RXN SMILES: [CH3:1][O:2][C:3]1[C:12]2[C:7](=[CH:8][CH:9]=[CH:10][CH:11]=2)[C:6]([O:13][CH3:14])=[CH:5][C:4]=1[O:15][CH3:16].[Li]CCCC.CN([CH:25]=[O:26])C>C1COCC1>[CH3:14][O:13][C:6]1[C:7]2[C:12](=[CH:11][CH:10]=[CH:9][CH:8]=2)[C:3]([O:2][CH3:1])=[C:4]([O:15][CH3:16])[C:5]=1[CH:25]=[O:26]. Procedure: According to the procedure by Syper et al.,38 100 (1.07 g, 4.90 mmol) was dissolved in THF (20.0 mL) at 0° C. under Argon, and then nBuLi (1.6 M in hexanes, 4.0 mL, 10.0 mmol) was added at 0° C. The reaction was stirred at 0° C. for 5 hours before DMF (0.850 mL, 11.0 mmol) was added at 0° C. The reaction was stirred for another 30 minutes at room temperature before quenching with water. The reaction was diluted with ethyl ether and washed with saturated brine. The organic layer was dried over Mg... Reactants: C1CCOC1, CCCCCC1COc2cc(C3COC(C4=Cc5cc(F)cc(F)c5OC4)OC3)c(F)cc2C1. The product is CCCCCC1COc2cc(C3COC(C4COc5c(F)cc(F)cc5C4)OC3)c(F)cc2C1. RXN SMILES: [CH2:35]1[O:36][CH2:37][CH2:38][CH2:39]1.[F:1][c:2]1[cH:3][c:4]2[c:9]([c:10]([F:12])[cH:11]1)[O:8][CH2:7][C:6]([CH:13]1[O:14][CH2:15][CH:16]([c:19]3[c:20]([F:34])[cH:21][c:22]4[c:27]([cH:28]3)[O:26][CH2:25][CH:24]([CH2:29][CH2:30][CH2:31][CH2:32][CH3:33])[CH2:23]4)[CH2:17][O:18]1)=[CH:5]2>>[F:1][c:2]1[cH:3][c:4]2[c:9]([c:10]([F:12])[cH:11]1)[O:8][CH2:7][CH:6]([CH:13]1[O:14][CH2:15][CH:16]([c:19]3[c:20]([F:34])[cH:21][c:22]4[c:27]([cH:28]3)[O:26][CH2:25][CH:24]([CH2:29][CH2:30][CH2:31][CH2:32][CH3:33])[CH2:23]4)[CH2:17][O:18]1)[CH2:5]2. Starting materials: [Br-], C1CCOC1, C[Mg+], CON(C)C(=O)C1CCN(C(=O)OC(C)(C)C)C1. Yields the product CC(=O)C1CCN(C(=O)OC(C)(C)C)C1. As a reaction SMILES: [Br-:1].[CH2:22]1[O:23][CH2:24][CH2:25][CH2:26]1.[CH3:2][Mg+:3].[CH3:4][O:5][N:6]([C:7](=[O:8])[CH:9]1[CH2:10][N:11]([C:14](=[O:15])[O:16][C:17]([CH3:18])([CH3:19])[CH3:20])[CH2:12][CH2:13]1)[CH3:21]>>[CH3:2][C:7](=[O:8])[CH:9]1[CH2:10][N:11]([C:14](=[O:15])[O:16][C:17]([CH3:18])([CH3:19])[CH3:20])[CH2:12][CH2:13]1. Reactants: ClCCl, Cc1ccccc1, CC(=O)O, [O-][Cl+3]([O-])([O-])[O-], [O-][Cl+3]([O-])([O-])[O-], [O-][Cl+3]([O-])([O-])[O-], ClCC1CO1, [La+3], O, O, O, O, O, O, OCCOCCO. Yields the product OCCOCCOCC1CO1. Reaction SMILES: [CH2:42]([Cl:43])[Cl:44].[CH3:30][c:31]1[cH:32][cH:33][cH:34][cH:35][cH:36]1.[CH3:45][C:46](=[O:47])[OH:48].[Cl+3:14]([O-:15])([O-:16])([O-:17])[O-:18].[Cl+3:20]([O-:21])([O-:22])([O-:23])[O-:24].[Cl+3:25]([O-:26])([O-:27])([O-:28])[O-:29].[Cl:37][CH2:38][CH:39]1[CH2:40][O:41]1.[La+3:19].[OH2:10].[OH2:11].[OH2:12].[OH2:13].[OH2:8].[OH2:9].[OH:1][CH2:2][CH2:3][O:4][CH2:5][CH2:6][OH:7]>>[O:1]([CH2:2][CH2:3][O:4][CH2:5][CH2:6][OH:7])[CH2:38][CH:39]1[CH2:40][O:41]1. Reactants: CCN(CC)c1ccccc1, Oc1ncc2c(n1)CCCC2, O=P(Cl)(Cl)Cl. The product is Clc1ncc2c(n1)CCCC2. Reaction SMILES: [CH2:12]([N:13]([CH2:14][CH3:15])[c:16]1[cH:17][cH:18][cH:19][cH:20][cH:21]1)[CH3:22].[OH:1][c:2]1[n:3][c:4]2[c:9]([cH:10][n:11]1)[CH2:8][CH2:7][CH2:6][CH2:5]2.[P:23]([Cl:24])([Cl:25])([Cl:26])=[O:27]>>[c:2]1([Cl:25])[n:3][c:4]2[c:9]([cH:10][n:11]1)[CH2:8][CH2:7][CH2:6][CH2:5]2. Starting materials: COC(=O)CC1=C(C(=O)OC)C=CC(=C1Cl)N (methyl 2-methoxycarbonylmethyl-4-amino-3-chlorobenzoate), ClN1C(CCC1=O)=O (N-Chlorosuccinimide), COC(=O)CC1=C(C(=O)OC)C=CC(=C1)N (methyl 2-methoxycarbonylmethyl-4-aminobenzoate), O (water). Run in C(C)#N (acetonitrile). The product is COC(=O)CC1=C(C(=O)OC)C=C(C(=C1)N)Cl (Methyl 2-methoxycarbonylmethyl-4-amino-5-chlorobenzoate). Reaction SMILES: [Cl:1]N1C(=O)CCC1=O.[CH3:9][O:10][C:11]([CH2:13][C:14]1[CH:23]=[C:22]([NH2:24])[CH:21]=[CH:20][C:15]=1[C:16]([O:18][CH3:19])=[O:17])=[O:12].O.COC(CC1C(Cl)=C(N)C=CC=1C(OC)=O)=O>C(#N)C>[CH3:9][O:10][C:11]([CH2:13][C:14]1[CH:23]=[C:22]([NH2:24])[C:21]([Cl:1])=[CH:20][C:15]=1[C:16]([O:18][CH3:19])=[O:17])=[O:12]. Procedure details: N-Chlorosuccinimide (1.0 g, 7.3 mmol) was added to a solution of methyl 2-methoxycarbonylmethyl-4-aminobenzoate (1.5 g, 6.6 mmol) in acetonitrile (10 mL). The mixture was stirred while heating under reflux for 1 hour. After the reaction solution was cooled to room temperature, water was added thereto and extracted with ethyl acetate. The organic layer was dried over anhydrous magnesium sulfate, and concentrated under reduced pressure. Then, the resulting solid was washed with ethyl acetate to gi... Starting materials: COCC(OCC1(c2ccc(F)cc2)CCN(C(=O)OC(C)(C)C)CC1)c1cc(Cl)cc2cn[nH]c12, COC(=O)C(OCC1(c2ccc(F)cc2)CCN(C)CC1)c1cc(Cl)cc2cn[nH]c12, O=C(O)C(F)(F)F. Product: COCC(OCC1(c2ccc(F)cc2)CCN(C)CC1)c1cc(Cl)cc2cn[nH]c12, O=C(O)C(F)(F)F. RXN SMILES: [Cl:39][c:40]1[cH:41][c:42]2[c:43]([c:44]([CH:45]([O:46][CH2:47][C:48]3([c:49]4[cH:50][cH:51][c:52]([F:53])[cH:54][cH:55]4)[CH2:56][CH2:57][N:58]([C:59]([O:60][C:61]([CH3:62])([CH3:63])[CH3:64])=[O:65])[CH2:66][CH2:67]3)[CH2:68][O:69][CH3:70])[cH:71]1)[nH:72][n:73][cH:74]2.[Cl:8][c:9]1[cH:10][c:11]2[cH:12][n:13][nH:14][c:15]2[c:16]([CH:18]([C:19](=[O:20])[O:21][CH3:22])[O:23][CH2:24][C:25]2([c:32]3[cH:33][cH:34][c:35]([F:38])[cH:36][cH:37]3)[CH2:26][CH2:27][N:28]([CH3:31])[CH2:29][CH2:30]2)[cH:17]1.[F:1][C:2]([C:3](=[O:4])[OH:5])([F:6])[F:7]>>[Cl:8][c:9]1[cH:10][c:11]2[cH:12][n:13][nH:14][c:15]2[c:16]([CH:18]([CH2:19][O:21][CH3:22])[O:23][CH2:24][C:25]2([c:32]3[cH:33][cH:34][c:35]([F:38])[cH:36][cH:37]3)[CH2:26][CH2:27][N:28]([CH3:31])[CH2:29][CH2:30]2)[cH:17]1.[F:1][C:2]([C:3](=[O:4])[OH:5])([F:6])[F:7].